From a dataset of the Open Reaction Database (ORD), a public repository of structured organic reaction records. describe an organic reaction: reactants, conditions, products, and yield The reactants are COc1ccc(S(=O)(=O)Cl)cc1OC, Nc1ccc(Br)cc1C(=O)c1ccccc1F, O, c1ccncc1. The product is COc1ccc(S(=O)(=O)Nc2ccc(Br)cc2C(=O)c2ccccc2F)cc1OC. Reaction SMILES: [CH3:18][O:19][c:20]1[cH:21][c:22]([S:28](=[O:29])(=[O:30])[Cl:31])[cH:23][cH:24][c:25]1[O:26][CH3:27].[NH2:1][c:2]1[c:3]([C:4](=[O:5])[c:6]2[c:7]([F:12])[cH:8][cH:9][cH:10][cH:11]2)[cH:13][c:14]([Br:17])[cH:15][cH:16]1.[OH2:32].[cH:33]1[cH:34][cH:35][n:36][cH:37][cH:38]1>>[NH:1]([c:2]1[c:3]([C:4](=[O:5])[c:6]2[c:7]([F:12])[cH:8][cH:9][cH:10][cH:11]2)[cH:13][c:14]([Br:17])[cH:15][cH:16]1)[S:28]([c:22]1[cH:21][c:20]([O:19][CH3:18])[c:25]([O:26][CH3:27])[cH:24][cH:23]1)(=[O:29])=[O:30].